Dataset: the Open Reaction Database (ORD), a public repository of structured organic reaction records. Task: describe an organic reaction: reactants, conditions, products, and yield Starting materials: ClC=1C=C2C=C(NC2=CC1F)C(=O)O (5-chloro-6-fluoro-indole-2-carboxylic acid), ClC=1C(=CC=C2C=C(NC12)C(=O)O)F (7-chloro-6-fluoro-indole-2-carboxylic acid). The solvent is C1(=CC=CC=C1)OC1=CC=CC=C1 (diphenyl ether). Run at time 4 hour. Product: ClC=1C=C2C=CNC2=CC1F (5-chloro-6-fluoroindole), ClC=1C(=CC=C2C=CNC12)F (7-chloro-6-fluoroindole). Isolated yield 14.0%. RXN SMILES: [Cl:1][C:2]1[CH:3]=[C:4]2[C:8](=[CH:9][C:10]=1[F:11])[NH:7][C:6](C(O)=O)=[CH:5]2.[Cl:15][C:16]1[C:17]([F:28])=[CH:18][CH:19]=[C:20]2[C:24]=1[NH:23][C:22](C(O)=O)=[CH:21]2>C1(OC2C=CC=CC=2)C=CC=CC=1>[Cl:1][C:2]1[CH:3]=[C:4]2[C:8](=[CH:9][C:10]=1[F:11])[NH:7][CH:6]=[CH:5]2.[Cl:15][C:16]1[C:17]([F:28])=[CH:18][CH:19]=[C:20]2[C:24]=1[NH:23][CH:22]=[CH:21]2. Reported procedure: A suspension of 1.92 g of an almost 1:1 mixture of 5-chloro-6-fluoro-indole-2-carboxylic acid and 7-chloro-6-fluoro-indole-2-carboxylic acid in 45 ml of diphenyl ether was stirred at 260° for 4 hours. The reaction mixture was chromatographed over 100 g of silica gel with hexane and hexane-toluene (3:1). There were obtained 0.6 g (39%) of 5-chloro-6-fluoroindole as light brown crystals with m.p. 88°-90° and 0.22 g (14%) of 7-chloro-6-fluoroindole as a dark brown oil. Starting materials: ClC1=NC(=C(C(=N1)Cl)C(C)=O)NC1=C(C=CC=C1)S(=O)(=O)C(C)C (1-(2,4-dichloro-6-(2-(isopropylsulfonyl)phenylamino)pyrimidin-5-yl)ethanone), C(C)(C)(C)OC(=O)N1CCC(CC1)C1=C(C=C(C(=C1)OC(C)C)N)C (tert-butyl-4-(4-amino-5-isopropoxy-2-methylphenyl)piperidine-1-carboxylate). Solvent: CCO (EtOH). Run at temperature 130 celsius. The product is C(C)(=O)C=1C(=NC(=NC1NC1=C(C=CC=C1)S(=O)(=O)C(C)C)NC1=CC(=C(C=C1OC(C)C)C1CCN(CC1)C(=O)OC(C)(C)C)C)Cl (Tert-butyl 4-(4-(5-acetyl-4-chloro-6-(2-(isopropylsulfonyl)phenylamino)pyrimidin-2-ylamino)-5-isopropoxy-2-methylphenyl)piperidine-1-carboxylate). As a reaction SMILES: Cl[C:2]1[N:7]=[C:6]([Cl:8])[C:5]([C:9](=[O:11])[CH3:10])=[C:4]([NH:12][C:13]2[CH:18]=[CH:17][CH:16]=[CH:15][C:14]=2[S:19]([CH:22]([CH3:24])[CH3:23])(=[O:21])=[O:20])[N:3]=1.[C:25]([O:29][C:30]([N:32]1[CH2:37][CH2:36][CH:35]([C:38]2[CH:43]=[C:42]([O:44][CH:45]([CH3:47])[CH3:46])[C:41]([NH2:48])=[CH:40][C:39]=2[CH3:49])[CH2:34][CH2:33]1)=[O:31])([CH3:28])([CH3:27])[CH3:26]>CCO>[C:9]([C:5]1[C:6]([Cl:8])=[N:7][C:2]([NH:48][C:41]2[C:42]([O:44][CH:45]([CH3:47])[CH3:46])=[CH:43][C:38]([CH:35]3[CH2:34][CH2:33][N:32]([C:30]([O:29][C:25]([CH3:26])([CH3:28])[CH3:27])=[O:31])[CH2:37][CH2:36]3)=[C:39]([CH3:49])[CH:40]=2)=[N:3][C:4]=1[NH:12][C:13]1[CH:18]=[CH:17][CH:16]=[CH:15][C:14]=1[S:19]([CH:22]([CH3:24])[CH3:23])(=[O:21])=[O:20])(=[O:11])[CH3:10]. Procedure details: To a solution of 1-(2,4-dichloro-6-(2-(isopropylsulfonyl)phenylamino)pyrimidin-5-yl)ethanone (113 mg, 0.29 mmol) in EtOH (2 mL) was added tert-butyl-4-(4-amino-5-isopropoxy-2-methylphenyl)piperidine-1-carboxylate (203 mg, 0.58 mmol), and the reaction mixture was heated at 130° C. for 30 min The reaction was concentrated in vacuo, followed by purification by silica gel chromatography (EtOAC/Hexanes: 3/7) to afford Tert-butyl 4-(4-(5-acetyl-4-chloro-6-(2-(isopropylsulfonyl)phenylamino)pyrimidin-2-... Reactants: [Cl-].[Cl-].C1(=CC=CC=C1)P(C1=CC=CC=C1)C1=CC=CC=C1.C(Cl)(Cl)Cl (triphenylphosphine dichloride chloroform), [H][H] (hydrogen). The reagents and catalysts are [C].[Rh] (rhodium-carbon). The solvent is COCCOC (1,2-dimethoxyethane). Product: C1(=CC=CC=C1)P(C1=CC=CC=C1)C1=CC=CC=C1 (triphenylphosphine). The yield is 81.1%. Reaction SMILES: [Cl-].[Cl-].[C:3]1([P:9]([C:16]2[CH:21]=[CH:20][CH:19]=[CH:18][CH:17]=2)[C:10]2[CH:15]=[CH:14][CH:13]=[CH:12][CH:11]=2)[CH:8]=[CH:7][CH:6]=[CH:5][CH:4]=1.C(Cl)(Cl)Cl.[H][H]>COCCOC.[C].[Rh]>[C:16]1([P:9]([C:3]2[CH:4]=[CH:5][CH:6]=[CH:7][CH:8]=2)[C:10]2[CH:15]=[CH:14][CH:13]=[CH:12][CH:11]=2)[CH:17]=[CH:18][CH:19]=[CH:20][CH:21]=1 |f:0.1.2.3,6.7|. Reported procedure: A suspension of 18.1 g of triphenylphosphine dichloride-chloroform adduct and 0.9 g of 5 percent rhodium-carbon in 100 ml of 1,2-dimethoxyethane was hydrogenated at 50° and 30 bar of hydrogen for 12 hours. After filtration of the catalyst and distillation of the solvent, 8.51 g (81%) of triphenylphosphine were obtained by chromatography on silica gel.